From a dataset of the Open Reaction Database (ORD), a public repository of structured organic reaction records. describe an organic reaction: reactants, conditions, products, and yield The reactants are [Cl-].[NH4+] (ammonium chloride), OCC=1C=C(C=CC1)O (3-hydroxymethylphenol), [H-].[Na+] (Sodium hydride), oil, ClCC1=NC2=CC=CC=C2C=C1 (2-chloromethylquinoline). Solvent: CN(C=O)C (dimethylformamide), CCCCCC (hexane), O1CCCC1 (tetrahydrofuran), O1CCCC1 (tetrahydrofuran). Run at time 30 minute. The product is N1=C(C=CC2=CC=CC=C12)COC=1C=C(CO)C=CC1 (3-(Quinolin-2-ylmethoxy)benzyl alcohol). RXN SMILES: [H-].[Na+].[OH:3][CH2:4][C:5]1[CH:6]=[C:7]([OH:11])[CH:8]=[CH:9][CH:10]=1.Cl[CH2:13][C:14]1[CH:23]=[CH:22][C:21]2[C:16](=[CH:17][CH:18]=[CH:19][CH:20]=2)[N:15]=1.[Cl-].[NH4+]>CCCCCC.O1CCCC1.CN(C)C=O>[N:15]1[C:16]2[C:21](=[CH:20][CH:19]=[CH:18][CH:17]=2)[CH:22]=[CH:23][C:14]=1[CH2:13][O:11][C:7]1[CH:6]=[C:5]([CH:10]=[CH:9][CH:8]=1)[CH2:4][OH:3] |f:0.1,4.5|. Procedure: 60% Sodium hydride dispersion in oil (0.70 g, 17.5 mmol) was washed with hexane under nitrogen and suspended in dry tetrahydrofuran (30 ml). A solution of 3-hydroxymethylphenol (2.14 g, 17.2 mmol) in dry dimethylformamide was added dropwise to the stirred suspension at 5°-10° C. and the mixture was stirred for 30 minutes at room temperature. A solution of 2-chloromethylquinoline (3.07 g, 17.2 mmol) in tetrahydrofuran (10 ml) was added dropwise and the mixture was stirred for 22 hours at room tem... Reactants: CC(C)(C)OC(=O)N1CCN(Cc2cccc(C#N)c2)C(=O)C1, CC(=O)OC(C)=O, ClCCl, O=C(O)C(F)(F)F. The product is CC(=O)N1CCN(Cc2cccc(C#N)c2)C(=O)C1. As a reaction SMILES: [C:1](#[N:2])[c:3]1[cH:4][c:5]([CH2:6][N:7]2[C:8](=[O:20])[CH2:9][N:10]([C:13](=[O:14])[O:15][C:16]([CH3:17])([CH3:18])[CH3:19])[CH2:11][CH2:12]2)[cH:21][cH:22][cH:23]1.[CH3:31][C:32]([O:33][C:34](=[O:35])[CH3:36])=[O:37].[Cl:38][CH2:39][Cl:40].[F:24][C:25]([F:26])([F:27])[C:28]([OH:29])=[O:30]>>[C:1](#[N:2])[c:3]1[cH:4][c:5]([CH2:6][N:7]2[C:8](=[O:20])[CH2:9][N:10]([C:13](=[O:14])[CH3:25])[CH2:11][CH2:12]2)[cH:21][cH:22][cH:23]1. Run in CN(C)C=O (DMF). The product is FC=1C=CC=C2C(=NC=NC12)OCCC1=CC=C(C=C1)C (8-fluoro-4-[2-(4-methylphenyl)ethoxy]quinazoline). Reaction SMILES: [H-].[Na+].Cl[C:4]1[C:13]2[C:8](=[C:9]([F:14])[CH:10]=[CH:11][CH:12]=2)[N:7]=[CH:6][N:5]=1.[CH3:15][C:16]1[CH:21]=[CH:20][C:19]([CH2:22][CH2:23][OH:24])=[CH:18][CH:17]=1>CN(C=O)C>[F:14][C:9]1[CH:10]=[CH:11][CH:12]=[C:13]2[C:8]=1[N:7]=[CH:6][N:5]=[C:4]2[O:24][CH2:23][CH2:22][C:19]1[CH:20]=[CH:21][C:16]([CH3:15])=[CH:17][CH:18]=1 |f:0.1|. Reported procedure: To a mixture of 0.6 g of sodium hydride (50%, suspension in oil) and 2 g of 4-chloro-8-fluoroquinazoline in 20 ml of DMF was added 1.64 g of 2-(4-methylphenyl)ethanol, and the mixture was stirred for one hour. Then the mixture was poured into ice water. The solid was collected by filtration. Yield: 0.7 g (20.5%). M.P. 72°-74° C. Reaction conditions: time 1 hour. The reactants are ice water, [H-].[Na+] (sodium hydride), ClC1=NC=NC2=C(C=CC=C12)F (4-chloro-8-fluoroquinazoline), CC1=CC=C(C=C1)CCO (2-(4-methylphenyl)ethanol). Starting materials: CC1=C(SC(=C1)NC(=O)OC1=CC=CC=C1)C(=O)OCC (ethyl 3-methyl-5-(phenoxycarbonylamino)-thiophene-2-carboxylate), O.NN (hydrazine monohydrate). Run in O1CCCC1 (tetrahydrofuran). Run at time 2.5 hour. Yields the product N(N)C(=O)NC1=CC(=C(S1)C(=O)OCC)C (ethyl 5-(hydrazinecarboxamido)-3-methylthiophene-2-carboxylate). Isolated yield 89.0%. Reaction SMILES: [CH3:1][C:2]1[CH:6]=[C:5]([NH:7][C:8](OC2C=CC=CC=2)=[O:9])[S:4][C:3]=1[C:17]([O:19][CH2:20][CH3:21])=[O:18].O.[NH2:23][NH2:24]>O1CCCC1>[NH:23]([C:8]([NH:7][C:5]1[S:4][C:3]([C:17]([O:19][CH2:20][CH3:21])=[O:18])=[C:2]([CH3:1])[CH:6]=1)=[O:9])[NH2:24] |f:1.2|. Procedure: To a stirred suspension of ethyl 3-methyl-5-(phenoxycarbonylamino)-thiophene-2-carboxylate (18.89 g, 61.86 mmol) in tetrahydrofuran (130 mL) was added hydrazine monohydrate (19.0 mL, 391.7 mmol). The resulting reaction mixture was stirred for 2.5 h, and then concentrated in vacuo. The residue was triturated with ethyl acetate to afford ethyl 5-(hydrazinecarboxamido)-3-methylthiophene-2-carboxylate as a yellowish solid in 89% yield (13.30 g): MS (ES+) m/z 244.2 (M+1). Reactants: C#C[Mg+], C1CCOC1, [Cl-], O=C(c1ccccc1)N1CCC2OC2C1, O=S(=O)(O)O. The product is C#CC1CN(C(=O)c2ccccc2)CCC1O. Reaction SMILES: [C:2](#[CH:3])[Mg+:4].[CH2:20]1[O:21][CH2:22][CH2:23][CH2:24]1.[Cl-:1].[O:5]1[CH:6]2[CH2:7][N:8]([C:12]([c:13]3[cH:14][cH:15][cH:16][cH:17][cH:18]3)=[O:19])[CH2:9][CH2:10][CH:11]12.[S:25](=[O:26])(=[O:27])([OH:28])[OH:29]>>[C:2](#[CH:3])[CH:6]1[CH2:7][N:8]([C:12]([c:13]2[cH:14][cH:15][cH:16][cH:17][cH:18]2)=[O:19])[CH2:9][CH2:10][CH:11]1[OH:5]. Starting materials: C(C1=CC=CC=C1)O[C@@H]1[C@H](N(C[C@H]1OCC1=CC=CC=C1)CCCC)COCC1=CC=CC=C1 ((2R,3R,4R)-3,4-dibenzyloxy-2-benzyloxymethyl-1-butylpyrrolidine), O=CC(O)CO (glyceraldehyde), C(#N)[BH3-].[Na+] (sodium cyanoborohydride), C(C1=CC=CC=C1)O[C@@H]1[C@H](NC[C@H]1OCC1=CC=CC=C1)COCC1=CC=CC=C1 ((2R,3R,4R)-3,4-dibenzyloxy-2-benzyloxymethylpyrrolidine), C(C1=CC=CC=C1)O[C@@H]1[C@H](NC[C@H]1OCC1=CC=CC=C1)COCC1=CC=CC=C1 ((2R,3R,4R)-3,4-dibenzyloxy-2-benzyloxymethylpyrrolidine). Solvent: CO (methanol). Product: C(C1=CC=CC=C1)O[C@@H]1[C@H](N(C[C@H]1OCC1=CC=CC=C1)CC(CO)O)COCC1=CC=CC=C1 ((2R,3R,4R)-3,4-dibenzyloxy-2-benzyloxymethyl-1-(2,3-dihydroxyprop-1-yl)pyrrolidine). Yield: 72.0%. Reaction SMILES: C([O:8][C@H:9]1[C@H:13]([O:14]CC2C=CC=CC=2)CN(CCCC)[C@@H:10]1COCC1C=CC=CC=1)C1C=CC=CC=1.[CH2:35]([O:42][C@H:43]1[C@H:47]([O:48][CH2:49][C:50]2[CH:55]=[CH:54][CH:53]=[CH:52][CH:51]=2)[CH2:46][NH:45][C@@H:44]1[CH2:56][O:57][CH2:58][C:59]1[CH:64]=[CH:63][CH:62]=[CH:61][CH:60]=1)[C:36]1[CH:41]=[CH:40][CH:39]=[CH:38][CH:37]=1.O=CC(CO)O.C([BH3-])#N.[Na+]>CO>[CH2:35]([O:42][C@H:43]1[C@H:47]([O:48][CH2:49][C:50]2[CH:51]=[CH:52][CH:53]=[CH:54][CH:55]=2)[CH2:46][N:45]([CH2:10][CH:9]([OH:8])[CH2:13][OH:14])[C@@H:44]1[CH2:56][O:57][CH2:58][C:59]1[CH:64]=[CH:63][CH:62]=[CH:61][CH:60]=1)[C:36]1[CH:37]=[CH:38][CH:39]=[CH:40][CH:41]=1 |f:3.4|. Procedure: The title compound was synthesized as described for compound 10 using (2R,3R,4R)-3,4-dibenzyloxy-2-benzyloxymethylpyrrolidine (Compound 1) (0.5 g, 1.2 mmol), methanol (30 ml), glyceraldehyde (0.134 g, 1.5 mmol) and sodium cyanoborohydride (0.094 g, 1.5 mmol). Purification of the crude product on silica gel (Eluent: Ethyl acetate) afforded (2R,3R,4R)-3,4-dibenzyloxy-2-benzyloxymethyl-1-(2,3-dihydroxyprop-1-yl)pyrrolidine (0.424 g, yield: 72%) as an oil. Reactants: ClC=1C=C(C(CNC(CC2=CC=C(OCC=3OC=C(C(C3)=O)OCC3=CC=CC=C3)C=C2)C)O)C=CC1 (2-[4-[2-[(3-chloro-β-hydroxyphenethyl)amino]propyl] phenoxymethyl]-5-benzyloxy-4H-pyran-4-one), N (ammonia). Solvent: CO (methanol). Run at temperature 120 celsius. Yields the product ClC=1C=C(C(CNC(CC2=CC=C(OCC=3NC=C(C(C3)=O)OCC3=CC=CC=C3)C=C2)C)O)C=CC1 (2-[4-[2-[(3-chloro-β-hydroxyphenethyl)amino]-propyl]phenoxymethyl]-5-benzyloxy-1H-pyrid-4-one). RXN SMILES: [Cl:1][C:2]1[CH:3]=[C:4]([CH:35]=[CH:36][CH:37]=1)[CH:5]([OH:34])[CH2:6][NH:7][CH:8]([CH3:33])[CH2:9][C:10]1[CH:32]=[CH:31][C:13]([O:14][CH2:15][C:16]2O[CH:18]=[C:19]([O:23][CH2:24][C:25]3[CH:30]=[CH:29][CH:28]=[CH:27][CH:26]=3)[C:20](=[O:22])[CH:21]=2)=[CH:12][CH:11]=1.[NH3:38]>CO>[Cl:1][C:2]1[CH:3]=[C:4]([CH:35]=[CH:36][CH:37]=1)[CH:5]([OH:34])[CH2:6][NH:7][CH:8]([CH3:33])[CH2:9][C:10]1[CH:32]=[CH:31][C:13]([O:14][CH2:15][C:16]2[NH:38][CH:18]=[C:19]([O:23][CH2:24][C:25]3[CH:30]=[CH:29][CH:28]=[CH:27][CH:26]=3)[C:20](=[O:22])[CH:21]=2)=[CH:12][CH:11]=1. Reported procedure: A solution of 2-[4-[2-[(3-chloro-β-hydroxyphenethyl)amino]propyl] phenoxymethyl]-5-benzyloxy-4H-pyran-4-one (2 g) in methanol (10 ml) was treated with ammonia solution, SG 0.88, (5 ml) and heated to 120° C. in a sealed vessel for 18 hours. After evaporation of the solvent in vacuo the residue was crystallised from ethanol to give 2-[4-[2-[(3-chloro-β-hydroxyphenethyl)amino]-propyl]phenoxymethyl]-5-benzyloxy-1H-pyrid-4-one (1.6 g , which was dissolved in methanol and the solution acidified with 2... Reactants: C(C)OC(=O)[C@@H]1[C@H]2CC[C@@H]([C@@H]1NCC1=CC(=C(C=C1)C)F)C2 ((1S,2R,3S,4R)-3-(3-fluoro-4-methyl-benzylamino)-bicyclo[2.2.1]heptane-2-carboxylic acid ethyl ester), CS(=O)(=O)NC1=CC2=C(NC(=NS2(=O)=O)CC(=O)O)C=C1 ((7-methanesulfonylamino-1,1-dioxo-1,4-dihydro-1λ6-benzo[1,2,4]thiadiazin-3-yl)-acetic acid), Cl.CN(CCCN=C=NCC)C (1-[3-(dimethylamino)propyl]-3-ethylcarbodiimide hydrochloride), CN1CCOCC1 (N-methylmorpholine), Cl (hydrochloric acid). Solvent: CN(C=O)C (N,N-dimethylformamide). Conditions: temperature 25 celsius, time 3 hour. Product: crude product, C(C)OC(=O)[C@@H]1[C@H]2CC[C@@H]([C@@H]1N(C(CC1=NS(C3=C(N1)C=CC(=C3)NS(=O)(=O)C)(=O)=O)=O)CC3=CC(=C(C=C3)C)F)C2 ((1S,2R,3S,4R)-3-{(3-fluoro-4-methyl-benzyl)-[2-(7-methanesulfonylamino-1,1-dioxo-1,4-dihydro-1λ6-benzo[1,2,4]thiadiazin-3-yl)-acetyl]-amino}-bicyclo[2.2.1]heptane-2-carboxylic acid ethyl ester). RXN SMILES: [CH2:1]([O:3][C:4]([C@H:6]1[C@@H:11]([NH:12][CH2:13][C:14]2[CH:19]=[CH:18][C:17]([CH3:20])=[C:16]([F:21])[CH:15]=2)[C@H:10]2[CH2:22][C@@H:7]1[CH2:8][CH2:9]2)=[O:5])[CH3:2].[CH3:23][S:24]([NH:27][C:28]1[CH:43]=[CH:42][C:31]2[NH:32][C:33]([CH2:38][C:39](O)=[O:40])=[N:34][S:35](=[O:37])(=[O:36])[C:30]=2[CH:29]=1)(=[O:26])=[O:25].Cl.CN(C)CCCN=C=NCC.CN1CCOCC1.Cl>CN(C)C=O>[CH2:1]([O:3][C:4]([C@H:6]1[C@@H:11]([N:12]([CH2:13][C:14]2[CH:19]=[CH:18][C:17]([CH3:20])=[C:16]([F:21])[CH:15]=2)[C:39](=[O:40])[CH2:38][C:33]2[NH:32][C:31]3[CH:42]=[CH:43][C:28]([NH:27][S:24]([CH3:23])(=[O:26])=[O:25])=[CH:29][C:30]=3[S:35](=[O:36])(=[O:37])[N:34]=2)[C@H:10]2[CH2:22][C@@H:7]1[CH2:8][CH2:9]2)=[O:5])[CH3:2] |f:2.3|. Procedure: To a solution of (1S,2R,3S,4R)-3-(3-fluoro-4-methyl-benzylamino)-bicyclo[2.2.1]heptane-2-carboxylic acid ethyl ester (92 mg, 0.30 mmol), (7-methanesulfonylamino-1,1-dioxo-1,4-dihydro-1λ6-benzo[1,2,4]thiadiazin-3-yl)-acetic acid (prepared as described in Example 1g, 100 mg, 0.30 mmol) and 1-[3-(dimethylamino)propyl]-3-ethylcarbodiimide hydrochloride (60 mg, 0.315 mmol) in N,N-dimethylformamide (4.0 mL) was added N-methylmorpholine (0.07 mL, 0.63 mmol). After stirring at 25° C. for 3 h, the mixtur...